This data is from the Open Reaction Database (ORD), a public repository of structured organic reaction records. The task is: describe an organic reaction: reactants, conditions, products, and yield Reactants: CCO, COC(=O)c1c(C)noc1C(=O)NC(C)C, Cl, [K+], [OH-], O. Product: Cc1noc(C(=O)NC(C)C)c1C(=O)O. As a reaction SMILES: [CH3:21][CH2:22][OH:23].[CH:1]([CH3:2])([CH3:3])[NH:4][C:5](=[O:6])[c:7]1[c:8]([C:13](=[O:14])[O:15][CH3:16])[c:9]([CH3:12])[n:10][o:11]1.[ClH:19].[K+:18].[OH-:17].[OH2:20]>>[CH:1]([CH3:2])([CH3:3])[NH:4][C:5](=[O:6])[c:7]1[c:8]([C:13](=[O:14])[OH:15])[c:9]([CH3:12])[n:10][o:11]1.